From a dataset of the Open Reaction Database (ORD), a public repository of structured organic reaction records. describe an organic reaction: reactants, conditions, products, and yield Reactants: BrC(Br)(Br)Br, CO, ClC(Cl)Cl, O=c1[nH]nc(CCSCCO)c2c1CCCC2, c1ccc(P(c2ccccc2)c2ccccc2)cc1. The product is O=c1[nH]nc(CCSCCBr)c2c1CCCC2. RXN SMILES: [C:37]([Br:38])([Br:39])([Br:40])[Br:41].[CH3:42][OH:43].[CH:44]([Cl:45])([Cl:46])[Cl:47].[OH:1][CH2:2][CH2:3][S:4][CH2:5][CH2:6][c:7]1[n:8][nH:9][c:10](=[O:17])[c:11]2[c:16]1[CH2:15][CH2:14][CH2:13][CH2:12]2.[c:18]1([P:19]([c:20]2[cH:21][cH:22][cH:23][cH:24][cH:25]2)[c:26]2[cH:27][cH:28][cH:29][cH:30][cH:31]2)[cH:32][cH:33][cH:34][cH:35][cH:36]1>>[CH2:2]([CH2:3][S:4][CH2:5][CH2:6][c:7]1[n:8][nH:9][c:10](=[O:17])[c:11]2[c:16]1[CH2:15][CH2:14][CH2:13][CH2:12]2)[Br:38]. The reactants are [H-].[Na+] (NaH), NC=1C=CC(=C(CO)C1)N1CCOCC1 (5-amino-2-morpholinobenzyl alcohol), O (water), C(C=C)Cl (allyl chloride). The reagents and catalysts are [I-].C(CCC)[N+](CCCC)(CCCC)CCCC (tetrabutylammonium iodide). Solvent: O1CCCC1 (tetrahydrofuran), C(C)(=O)OCC (ethyl acetate). Reaction conditions: time 15 minute. Product: C(C=C)OCC=1C=C(C=CC1N1CCOCC1)N (3-((allyloxy)methyl)-4-morpholinobenzenamine). The yield is 50.3%. RXN SMILES: [H-].[Na+].[NH2:3][C:4]1[CH:5]=[CH:6][C:7]([N:12]2[CH2:17][CH2:16][O:15][CH2:14][CH2:13]2)=[C:8]([CH:11]=1)[CH2:9][OH:10].[CH2:18](Cl)[CH:19]=[CH2:20].O>O1CCCC1.[I-].C([N+](CCCC)(CCCC)CCCC)CCC.C(OCC)(=O)C>[CH2:20]([O:10][CH2:9][C:8]1[CH:11]=[C:4]([NH2:3])[CH:5]=[CH:6][C:7]=1[N:12]1[CH2:13][CH2:14][O:15][CH2:16][CH2:17]1)[CH:19]=[CH2:18] |f:0.1,6.7|. Procedure: To a suspension of NaH in cold tetrahydrofuran (80 mg/20 mL), 5-amino-2-morpholinobenzyl alcohol (400 mg, 2 mmol) was added. The mixture was stirred for 15 minutes then allyl chloride (150 mg, 2 mmol) and tetrabutylammonium iodide (37 mg, 5 mol %) were added. The resulting mixture was stirred at room temperature for 2 hours then at 60° C. overnight. After cooling to room temperature, water was added (200 μL) and the mixture stirred for 10 minutes then diluted with ethyl acetate. The organic phas...